This data is from the Open Reaction Database (ORD), a public repository of structured organic reaction records. The task is: describe an organic reaction: reactants, conditions, products, and yield Starting materials: C=CCCOC1CCCCCC=C1Br, C1CCC2=NCCCN2CC1, CCOC(C)=O, CS(C)=O, Cl. Product: C=CCCOC1C#CCCCCC1. RXN SMILES: [Br:1][C:2]1=[CH:3][CH2:4][CH2:5][CH2:6][CH2:7][CH2:8][CH:9]1[O:10][CH2:11][CH2:12][CH:13]=[CH2:14].[CH2:15]1[CH2:16][CH2:17][C:18]2=[N:23][CH2:22][CH2:21][CH2:20][N:19]2[CH2:24][CH2:25]1.[CH3:26][CH2:27][O:28][C:29]([CH3:30])=[O:31].[CH3:33][S:34]([CH3:35])=[O:36].[ClH:32]>>[C:2]1#[C:3][CH2:4][CH2:5][CH2:6][CH2:7][CH2:8][CH:9]1[O:10][CH2:11][CH2:12][CH:13]=[CH2:14]. Starting materials: C(C=C)O (allyl alcohol), C(C=C)O (allyl alcohol), boron trifluoride-diethyl, C(C1CO1)OC(C(=C)C)=O (methacrylic acid-glycidyl ester). Reagents/catalysts: [Ag] (silver). Run at temperature 55 celsius. The product is C(C(=C)C)(=O)OCCCOCC=C ((3-methacryloyloxy-propyl)-allyl ether). As a reaction SMILES: [CH2:1](O)[CH:2]=[CH2:3].[CH2:5]([O:9][C:10](=[O:14])[C:11]([CH3:13])=[CH2:12])[CH:6]1[O:8][CH2:7]1>[Ag]>[C:10]([O:9][CH2:5][CH2:6][CH2:7][O:8][CH2:3][CH:2]=[CH2:1])(=[O:14])[C:11]([CH3:13])=[CH2:12]. Procedure: A mixture of 87 grams (1.5 mols) of allyl alcohol and 1 milliliter of boron trifluoride-diethyl etherate is heated to 55° C. in a reaction vessel provided with reflux condenser, thermometer and dropping funnel. To this mixture are constantly added 71 grams (0.5 mol) of methacrylic acid-glycidyl ester within 80 minutes. The reaction is exothermic. Subsequently the reaction mixture is rectified via a 40 centimeter silver-coated column, in which process 57 grams of unreacted allyl alcohol are at fi... Reactants: C([O-])(O)=O.[Na+] (sodium bicarbonate), C(\C=C\C(=O)O)(=O)O (fumaric acid), ClC1=CC(=CC=C1)C(=O)OO (m-chloroperbenzoic acid), C1=CC(=CC=2SC3=C(C21)C=CC=C3)C(C)N3C=NC=C3 (1-[1-(dibenzothiophen-3-yl) ethyl]-1H-imidazole). The solvent is C(Cl)(Cl)Cl (chloroform), CC(=O)C (acetone). Conditions: time 2 hour. The product is C(\C=C\C(=O)O)(=O)O.N1(C=NC=C1)C(C)C=1C=CC2=C(S(C3=C2C=CC=C3)=O)C1 (3-[1-(1H-imidazo1-1-yl)ethyl]dibenzothiophene-5-oxide monofumarate). Yield: 63.6%. Reaction SMILES: ClC1C=CC=C(C(OO)=[O:9])C=1.[CH:12]1[C:20]2[C:19]3[CH:21]=[CH:22][CH:23]=[CH:24][C:18]=3[S:17][C:16]=2[CH:15]=[C:14]([CH:25]([N:27]2[CH:31]=[CH:30][N:29]=[CH:28]2)[CH3:26])[CH:13]=1.C(=O)(O)[O-].[Na+].[C:37]([OH:44])(=[O:43])/[CH:38]=[CH:39]/[C:40]([OH:42])=[O:41]>C(Cl)(Cl)Cl.CC(C)=O>[C:37]([OH:44])(=[O:43])/[CH:38]=[CH:39]/[C:40]([OH:42])=[O:41].[N:27]1([CH:25]([C:14]2[CH:13]=[CH:12][C:20]3[C:19]4[CH:21]=[CH:22][CH:23]=[CH:24][C:18]=4[S:17](=[O:9])[C:16]=3[CH:15]=2)[CH3:26])[CH:31]=[CH:30][N:29]=[CH:28]1 |f:2.3,7.8|. Reported procedure: Under ice-cooling, m-chloroperbenzoic acid (0.18 g) was gradually added in small portions to a solution of 1-[1-(dibenzothiophen-3-yl) ethyl]-1H-imidazole (0.2 g) obtained in Example 8 in chloroform (5 ml), and the mixture was stirred at the same temperature for 2 hours. A saturated sodium bicarbonate aqueous solution was added and the chloroform layer was separated and dried over anhydrous magnesium sulfate. After evaporation of the solvent, the resulting residue was purified by silica gel colu... Starting materials: propylphosphonic acid anhydride, ClC1=C(N(N=C1C)C)C(=O)O (4-Chloro-2,5-dimethyl-2H-pyrazole-3-carboxylic acid), C(C)(C)N(CC)C(C)C (diisopropylethylamine), C1(=CC=CC=C1)C=1N=C2N(C=CC(=N2)N)C1 (2-Phenyl-imidazo[1,2-a]pyrimidin-7-ylamine). The solvent is C(C)(=O)OCC (ethyl acetate), C(C)(=O)OCC (ethyl acetate). Reaction conditions: temperature 0 celsius, time 30 minute. Product: C1(=CC=CC=C1)C=1N=C2N(C=CC(=N2)NC(=O)C=2N(N=C(C2Cl)C)C)C1 (4-Chloro-2,5-dimethyl-2H-pyrazole-3-carboxylic acid (2-phenyl-imidazo[1,2-a]pyrimidin-7-yl)-amide). Isolated yield 9.1%. As a reaction SMILES: [Cl:1][C:2]1[C:6]([CH3:7])=[N:5][N:4]([CH3:8])[C:3]=1[C:9]([OH:11])=O.C(N(C(C)C)CC)(C)C.[C:21]1([C:27]2[N:28]=[C:29]3[N:34]=[C:33]([NH2:35])[CH:32]=[CH:31][N:30]3[CH:36]=2)[CH:26]=[CH:25][CH:24]=[CH:23][CH:22]=1>C(OCC)(=O)C>[C:21]1([C:27]2[N:28]=[C:29]3[N:34]=[C:33]([NH:35][C:9]([C:3]4[N:4]([CH3:8])[N:5]=[C:6]([CH3:7])[C:2]=4[Cl:1])=[O:11])[CH:32]=[CH:31][N:30]3[CH:36]=2)[CH:22]=[CH:23][CH:24]=[CH:25][CH:26]=1. Procedure details: 4-Chloro-2,5-dimethyl-2H-pyrazole-3-carboxylic acid (100 mg, 0.57 mmol) and diisopropylethylamine (369 mg, 2.86 mmol) were added to a solution of 2-phenyl-imidazo[1,2-a]pyrimidin-7-ylamine (example 1, step 1, 100 mg, 0.48 mmol) in ethyl acetate (3 ml). At 0° C., propylphosphonic acid anhydride (1-propanephosphonic acid cyclic anhydride, 50% in ethyl acetate, 0.7 ml, 2.5 eq.) was added dropwise to the mixture. After stirring for 30 min at 0° C., the mixture was stirred overnight at RT. The mixtur... Reactants: IC=1C=C2CCC(N(C2=CC1)C)=O (6-iodo-1-methyl-1,2,3,4-tetrahydroquinolin-2-one), OC1(CC(OCC1)(C)C)C=1C=C(SC1)S (4-hydroxy-4-(2-mercaptothien-4-yl)-2,2-dimethyltetrahydropyran). Product: OC1(CC(OCC1)(C)C)C=1C=C(SC1)SC=1C=C2CCC(N(C2=CC1)C)=O (4-hydroxy-2,2-dimethyl-4-[2-(1-methyl-2-oxo-1,2,3,4-tetrahydroquinolin-6-ylthio)thien-4-yl]tetrahydropyran). The yield is 72.0%. Reaction SMILES: I[C:2]1[CH:3]=[C:4]2[C:9](=[CH:10][CH:11]=1)[N:8]([CH3:12])[C:7](=[O:13])[CH2:6][CH2:5]2.[OH:14][C:15]1([C:23]2[CH:24]=[C:25]([SH:28])[S:26][CH:27]=2)[CH2:20][CH2:19][O:18][C:17]([CH3:22])([CH3:21])[CH2:16]1>>[OH:14][C:15]1([C:23]2[CH:24]=[C:25]([S:28][C:2]3[CH:3]=[C:4]4[C:9](=[CH:10][CH:11]=3)[N:8]([CH3:12])[C:7](=[O:13])[CH2:6][CH2:5]4)[S:26][CH:27]=2)[CH2:20][CH2:19][O:18][C:17]([CH3:21])([CH3:22])[CH2:16]1. Procedure: Using an analogous procedure to that described in Example 5, 6-iodo-1-methyl-1,2,3,4-tetrahydroquinolin-2-one was reacted with 4-hydroxy-4-(2-mercaptothien-4-yl)-2,2-dimethyltetrahydropyran to give 4-hydroxy-2,2-dimethyl-4-[2-(1-methyl-2-oxo-1,2,3,4-tetrahydroquinolin-6-ylthio)thien-4-yl]tetrahydropyran in 72% yield as a foam; The reactants are COc1cc(C=CC(=O)O)c(NS(C)(=O)=O)cc1Cl, CC1CN(Cc2ccc(F)cc2)C(C)CN1, CN(C)C=O, On1nnc2ccccc21. The product is COc1cc(C=CC(=O)N2CC(C)N(Cc3ccc(F)cc3)CC2C)c(NS(C)(=O)=O)cc1Cl. As a reaction SMILES: [Cl:1][c:2]1[cH:3][c:4]([NH:15][S:16](=[O:17])(=[O:18])[CH3:19])[c:5]([CH:10]=[CH:11][C:12](=[O:13])[OH:14])[cH:6][c:7]1[O:8][CH3:9].[F:20][c:21]1[cH:22][cH:23][c:24]([CH2:25][N:26]2[CH:27]([CH3:33])[CH2:28][NH:29][CH:30]([CH3:32])[CH2:31]2)[cH:34][cH:35]1.[O:46]=[CH:47][N:48]([CH3:49])[CH3:50].[OH:36][n:37]1[c:38]2[c:39]([cH:40][cH:41][cH:42][cH:43]2)[n:44][n:45]1>>[Cl:1][c:2]1[cH:3][c:4]([NH:15][S:16](=[O:17])(=[O:18])[CH3:19])[c:5]([CH:10]=[CH:11][C:12](=[O:14])[N:29]2[CH2:28][CH:27]([CH3:33])[N:26]([CH2:25][c:24]3[cH:23][cH:22][c:21]([F:20])[cH:35][cH:34]3)[CH2:31][CH:30]2[CH3:32])[cH:6][c:7]1[O:8][CH3:9]. Starting materials: C(C1=CC=CC=C1)(C1=CC=CC=C1)C1OC=CC(C1)=O (2-benzhydryl-2,3-dihydro-4H-pyran-4-one), C(=C)OCC (ethyl vinyl ether), C(=O)(O)[O-].[Na+] (NaHCO3). The reagents and catalysts are [Hg](OC(=O)C(F)(F)F)OC(=O)C(F)(F)F (Hg(OCOCF3)2). Reaction conditions: time 8 hour. The product is C1(=CC=CC=C1)C(C(CCC=C)OC=C)C1=CC=CC=C1 (1,1-diphenyl-2-(1-ethenoxy)-hex-5-ene). Isolated yield 66.0%. RXN SMILES: [CH:1]([CH:14]1[CH2:19][C:18](=O)[CH:17]=[CH:16]O1)([C:8]1[CH:13]=[CH:12][CH:11]=[CH:10][CH:9]=1)[C:2]1[CH:7]=[CH:6][CH:5]=[CH:4][CH:3]=1.[C:21]([O-:24])(O)=O.[Na+].[CH:26](OCC)=C>[Hg](OC(C(F)(F)F)=O)OC(C(F)(F)F)=O>[C:2]1([CH:1]([C:8]2[CH:13]=[CH:12][CH:11]=[CH:10][CH:9]=2)[CH:14]([O:24][CH:21]=[CH2:26])[CH2:19][CH2:18][CH:17]=[CH2:16])[CH:7]=[CH:6][CH:5]=[CH:4][CH:3]=1 |f:1.2|. Reported procedure: Into a mixture of 1,1-diphenyl-hex-5-en-2-ol 2 (7 g, 27.78 mmol) in ethyl vinyl ether (250 ml) was added Hg(OCOCF3)2(2.37 g, 5.56 mmol) and was stirred overnight at room temperature. The reaction mixture was neutralized by addition of sat. aqueous NaHCO3. The organic phase was separated and the aqueous layer was extracted with ethyl ether, and dried over anhydrous Na2SO4. Removal of the solvent and purification by flash chromatography (Hexane/Ethyl Acetate 20:1) gave 1,1-diphenyl-2-(1-ethenoxy)-... Reactants: C1(\C=C/C(=O)O1)=O (maleic anhydride), C(CCCCCCCCCCCCCCCCC)O (stearyl alcohol). Yields the product C(CCCCCCCCCCCCCCCCC)OC(\C=C/C(=O)O)=O (maleic acid monostearyl ester). Reaction SMILES: [C:1]1(=[O:7])[O:6][C:4](=[O:5])[CH:3]=[CH:2]1.[CH2:8]([OH:26])[CH2:9][CH2:10][CH2:11][CH2:12][CH2:13][CH2:14][CH2:15][CH2:16][CH2:17][CH2:18][CH2:19][CH2:20][CH2:21][CH2:22][CH2:23][CH2:24][CH3:25]>>[CH2:8]([O:26][C:4](=[O:5])/[CH:3]=[CH:2]\[C:1]([OH:6])=[O:7])[CH2:9][CH2:10][CH2:11][CH2:12][CH2:13][CH2:14][CH2:15][CH2:16][CH2:17][CH2:18][CH2:19][CH2:20][CH2:21][CH2:22][CH2:23][CH2:24][CH3:25]. Procedure: Into an autoclave, were charged 295 parts of maleic anhydride and 825 parts of stearyl alcohol. A mixture was reacted at 60° C. for 5 hours under sealed condition, to obtain maleic acid monostearyl ester, containing 1.5% unreacted maleic anhydride. After adding to the mixture, 11.2 parts of toluene, 275 parts of allyl chloride and 530 parts of tri-n-propyl amine, an atmosphere was substituted with nitrogen. The mixture was reacted at 80° C. for 8 hours, and cooled to a room temperature. The mixt... Starting materials: CCOCC, CCOC(=O)c1sc(Cl)nc1OCc1ccccc1C(F)(F)F, [Li+], [Na+], C1CCOC1, [OH-], [OH-]. The product is O=C(O)c1sc(Cl)nc1OCc1ccccc1C(F)(F)F. As a reaction SMILES: [CH3:28][CH2:29][O:30][CH2:31][CH3:32].[Cl:1][c:2]1[s:3][c:4]([C:19](=[O:20])[O:21][CH2:22][CH3:23])[c:5]([O:7][CH2:8][c:9]2[c:10]([C:15]([F:16])([F:17])[F:18])[cH:11][cH:12][cH:13][cH:14]2)[n:6]1.[Li+:25].[Na+:27].[O:33]1[CH2:34][CH2:35][CH2:36][CH2:37]1.[OH-:24].[OH-:26]>>[Cl:1][c:2]1[s:3][c:4]([C:19](=[O:20])[OH:21])[c:5]([O:7][CH2:8][c:9]2[c:10]([C:15]([F:16])([F:17])[F:18])[cH:11][cH:12][cH:13][cH:14]2)[n:6]1. Reactants: OCCCCNS(=O)(=O)C1=CC=C(C=C1)C1=CC=CC=C1 (biphenyl-4-sulfonic acid-(4-hydroxybutyl)-amide), BrCCC=C (4-bromobutene). The product is OCCCCN(S(=O)(=O)C1=CC=C(C=C1)C1=CC=CC=C1)C=CCC (Biphenyl-4-sulfonic acid-(4-hydroxybutyl)-buten-1-yl-amide). As a reaction SMILES: [OH:1][CH2:2][CH2:3][CH2:4][CH2:5][NH:6][S:7]([C:10]1[CH:15]=[CH:14][C:13]([C:16]2[CH:21]=[CH:20][CH:19]=[CH:18][CH:17]=2)=[CH:12][CH:11]=1)(=[O:9])=[O:8].Br[CH2:23][CH2:24][CH:25]=[CH2:26]>>[OH:1][CH2:2][CH2:3][CH2:4][CH2:5][N:6]([CH:23]=[CH:24][CH2:25][CH3:26])[S:7]([C:10]1[CH:15]=[CH:14][C:13]([C:16]2[CH:21]=[CH:20][CH:19]=[CH:18][CH:17]=2)=[CH:12][CH:11]=1)(=[O:9])=[O:8]. Reported procedure: Using a method analogous to that described in Example 4, with biphenyl-4-sulfonic acid-(4-hydroxybutyl)-amide and 4-bromobutene, reacted at 60° C. for 3 hours, the title compound was obtained as a white powder. δC (CDCl3, 62.9 MHz): 25.2, 29.6, 33.4, 47.8, 48.3, 62.4, 117.2, 127.3, 127.6, 127.7, 128.5, 129.1, 134.6, 138.4, 139.3 and 145.3. δH (CDCl3, 250 MHz): 1.58 (4H, m), 2.34 (3H, m), 3.21 (4H, m), 3.66 (2H, t, J 6.1), 5.04 (2H, m), 5.69 (1H, m), 7.46 (3H, m), 7.60 (2H, d, J 7.3), 7.70 (2H, d...